This data is from the Open Reaction Database (ORD), a public repository of structured organic reaction records. The task is: describe an organic reaction: reactants, conditions, products, and yield Reactants: ClC(Cl)(Br)C(Cl)(Cl)Br, [Li]CCCC, COc1cc2ccccn2n1, C1CCOC1, O. Yields the product COc1cc2cccc(Br)n2n1. Reaction SMILES: [Br:17][C:18]([Cl:19])([Cl:20])[C:21]([Br:22])([Cl:23])[Cl:24].[CH2:12]([Li:13])[CH2:14][CH2:15][CH3:16].[CH3:1][O:2][c:3]1[n:4][n:5]2[c:6]([cH:7][cH:8][cH:9][cH:10]2)[cH:11]1.[O:26]1[CH2:27][CH2:28][CH2:29][CH2:30]1.[OH2:25]>>[CH3:1][O:2][c:3]1[n:4][n:5]2[c:6]([cH:7][cH:8][cH:9][c:10]2[Br:17])[cH:11]1. Reactants: resultant solution, CC1(OB(OC1(C)C)C=1C=C2C[C@@H](CC2=CC1)NS(=O)(=O)C(C)C)C ((R)-N-(5-(4,4,5,5-tetramethyl-1,3,2-dioxaborolan-2-yl)-2,3-dihydro-1H-inden-2-yl)propane-2-sulfonamide), oxone monopersulfate, CC(=O)C (acetone). Solvent: O (Water). The product is OC=1C=C2C[C@@H](CC2=CC1)NS(=O)(=O)C(C)C ((R)-N-(5-hydroxy-2,3-dihydro-1H-inden-2-yl)propane-2-sulfonamide). Isolated yield 92.0%. RXN SMILES: CC1(C)C(C)(C)OB([C:9]2[CH:10]=[C:11]3[C:15](=[CH:16][CH:17]=2)[CH2:14][C@@H:13]([NH:18][S:19]([CH:22]([CH3:24])[CH3:23])(=[O:21])=[O:20])[CH2:12]3)O1.CC(C)=[O:28]>O>[OH:28][C:9]1[CH:10]=[C:11]2[C:15](=[CH:16][CH:17]=1)[CH2:14][C@@H:13]([NH:18][S:19]([CH:22]([CH3:24])[CH3:23])(=[O:21])=[O:20])[CH2:12]2. Procedure: To a stirred solution of (R)-N-(5-(4,4,5,5-tetramethyl-1,3,2-dioxaborolan-2-yl)-2,3-dihydro-1H-inden-2-yl)propane-2-sulfonamide (6.21 mmol, 2.27 g) in acetone (20.00 mL), a solution of oxone monopersulfate compound (6.84 mmol, 4.20 g) in Water (20 mL) was added dropwise over 2 min. The resultant solution was stirred for a further 10 min before being quenched with NaHSO3 (aq). The solution was extracted with DCM (×3), dried (MgSO4), filtered and concentrated in vacuo to give the crude product as ... Yields the product Compound 21, OCC1([C@H](C[C@@H](O1)N1C(=O)NC(=O)C(C)=C1)O)CO (4′-C-hydroxymethyl-thymidine). Procedure: A number of 4′-C-branched nucleosides have been reported in O-Yang C., Wu, H. Y., Fraser-Smith, E. B., Walker, K. A. M. Tetrahedron Lett.s, 1992, 33, 37-40. This invention provides procedures for preparation of many new 4′-C-branched nucleosides. Preparation of 4′-C-branched thymidines is shown in Reaction schemes 3, 4, and 5 (FIGS. 4, 5, 6, and 7, respectively). These procedures may be readily adapted for the synthesis of other nucleosides of the invention, including embodiments of the inventio... Starting materials: C1CCC(CC1)N=C=NC2CCCCC2 (DCC), CS(=O)C (dimethyl sulfoxide), Compound 20, O[C@]1([C@H](C[C@@](O1)(N1C(=O)NC(=O)C(C)=C1)C)O)CO (4′-C-hydroxy-methylthymidine), Compound 19, aldehyde, Compound 19, FC(C(=O)O)(F)F (trifluoroacetic acid). Reaction SMILES: CS(C)=O.C1CCC(N=C=NC2CCCCC2)CC1.FC(F)(F)[C:22](O)=[O:23].O[C@:28]1([CH2:44][OH:45])[O:32][C@@:31](C)([N:33]2[CH:41]=[C:39]([CH3:40])[C:37](=[O:38])[NH:36][C:34]2=[O:35])[CH2:30][C@@H:29]1[OH:43]>N1C=CC=CC=1>[OH:23][CH2:22][C:28]1([CH2:44][OH:45])[O:32][C@@H:31]([N:33]2[CH:41]=[C:39]([CH3:40])[C:37](=[O:38])[NH:36][C:34]2=[O:35])[CH2:30][C@@H:29]1[OH:43]. Run in N1=CC=CC=C1 (pyridine).